This data is from the Open Reaction Database (ORD), a public repository of structured organic reaction records. The task is: describe an organic reaction: reactants, conditions, products, and yield The reactants are C(C)OP(=O)(OC1=CC=C(C=C1)/C(=C/C(=O)O)/C)OCC ((2E)-3-[4-[(diethoxyphosphinyl)oxy]phenyl]-but-2-enoic acid), ClC1=C(C(=C(C(=C1O)Cl)Cl)Cl)Cl (pentachlorophenol), C1CCC(CC1)N=C=NC2CCCCC2 (DCC). The reagents and catalysts are CN(C)C=1C=CN=CC1 (DMAP). Solvent: CCOC(=O)C (EtOAc). Yields the product C(C)OP(=O)(OC1=CC=C(C=C1)/C(=C/C(=O)OC1=C(C(=C(C(=C1Cl)Cl)Cl)Cl)Cl)/C)OCC (pentachlorophenyl (2E)-3-[4-[(diethoxyphosphinyl)oxy]phenyl]-but-2-enoate). Yield: 72.2%. As a reaction SMILES: [CH2:1]([O:3][P:4]([O:19][CH2:20][CH3:21])([O:6][C:7]1[CH:12]=[CH:11][C:10](/[C:13](/[CH3:18])=[CH:14]/[C:15]([OH:17])=[O:16])=[CH:9][CH:8]=1)=[O:5])[CH3:2].[Cl:22][C:23]1[C:28](O)=[C:27]([Cl:30])[C:26]([Cl:31])=[C:25]([Cl:32])[C:24]=1[Cl:33].C1CCC(N=C=NC2CCCCC2)CC1>CN(C1C=CN=CC=1)C.CCOC(C)=O>[CH2:1]([O:3][P:4]([O:19][CH2:20][CH3:21])([O:6][C:7]1[CH:8]=[CH:9][C:10](/[C:13](/[CH3:18])=[CH:14]/[C:15]([O:17][C:28]2[C:27]([Cl:30])=[C:26]([Cl:31])[C:25]([Cl:32])=[C:24]([Cl:33])[C:23]=2[Cl:22])=[O:16])=[CH:11][CH:12]=1)=[O:5])[CH3:2]. Procedure: A solution of 10b (2.0 g, 6.4 mmol), pentachlorophenol (1.9 g, 7.0 mmol), DCC (1.6 g, 7.7 mmol) and DMAP (0.08 g, 0.64 mmol) in 100 mL of EtOAc was stirred at room temperature for 24 h. The mixture was filtered through celite and the solvent removed in vacuo. The crude product was purified by silica gel chromatography eluting with 25% EtOac-hexanes to give 2.6 g (72%) of 11b1 as white solid. 1H NMR (CDCl3, 300 MHz) δ 1.26-1.32 (m, 6H), 2.54 (d, J=1.2 Hz, 3H), 4.12-4.21 (m, 4H), 6.34 (d, J=1.2 Hz...